Dataset: the Open Reaction Database (ORD), a public repository of structured organic reaction records. Task: describe an organic reaction: reactants, conditions, products, and yield Reactants: C(#N)C=1C(=C(C(=O)OC)C=C(C1F)F)F (methyl 3-cyano-2,4,5-trifluoro-benzoate), O (water), S(O)(O)(=O)=O (sulphuric acid). Procedure details: A solution of 156 g of methyl 3-cyano-2,4,5-trifluoro-benzoate in a mixture of 960 ml of glacial acetic acid, 140 ml of water and 69 ml of concentrated sulphuric acid is heated to reflux for 8 hours. The acetic acid is distilled off and the resulting residue is treated with water. The precipitate is filtered off with suction, washed with water and dried. The product is C(#N)C=1C(=C(C(=O)O)C=C(C1F)F)F (3-Cyano-2,4,5-trifluoro-benzoic acid). The solvent is C(C)(=O)O (acetic acid). As a reaction SMILES: [C:1]([C:3]1[C:4]([F:15])=[C:5]([CH:10]=[C:11]([F:14])[C:12]=1[F:13])[C:6]([O:8]C)=[O:7])#[N:2].O.S(=O)(=O)(O)O>C(O)(=O)C>[C:1]([C:3]1[C:4]([F:15])=[C:5]([CH:10]=[C:11]([F:14])[C:12]=1[F:13])[C:6]([OH:8])=[O:7])#[N:2]. Starting materials: C1COCCO1, O=S(=O)(Nc1cccc(-c2nc(N3CCOCC3)sc2-c2ccnc(Cl)n2)c1Cl)c1ccoc1, [NH4+], [OH-]. The product is Nc1nccc(-c2sc(N3CCOCC3)nc2-c2cccc(NS(=O)(=O)c3ccoc3)c2Cl)n1. RXN SMILES: [CH2:37]1[O:38][CH2:39][CH2:40][O:41][CH2:42]1.[Cl:1][c:2]1[c:3]([NH:26][S:27](=[O:28])(=[O:29])[c:30]2[cH:31][o:32][cH:33][cH:34]2)[cH:4][cH:5][cH:6][c:7]1-[c:8]1[n:9][c:10]([N:20]2[CH2:21][CH2:22][O:23][CH2:24][CH2:25]2)[s:11][c:12]1-[c:13]1[n:14][c:15]([Cl:19])[n:16][cH:17][cH:18]1.[NH4+:35].[OH-:36]>>[Cl:1][c:2]1[c:3]([NH:26][S:27](=[O:28])(=[O:29])[c:30]2[cH:31][o:32][cH:33][cH:34]2)[cH:4][cH:5][cH:6][c:7]1-[c:8]1[n:9][c:10]([N:20]2[CH2:21][CH2:22][O:23][CH2:24][CH2:25]2)[s:11][c:12]1-[c:13]1[n:14][c:15]([NH2:35])[n:16][cH:17][cH:18]1. Starting materials: OC(=O)C(F)(F)F.C(C)(C)N1N=CN=C1C=1SC=2CCOC3=C(C2N1)C=CC(=C3)C3CCNCC3 (2-(2-isopropyl-2H-[1,2,4]triazol-3-yl)-8-piperidin-4-yl-4,5-dihydro-6-oxa-3-thia-1-aza-benzo[e]azulene TFA salt), COCCBr (2-bromoethyl methyl ether), C([O-])([O-])=O.[K+].[K+] (potassium carbonate). Run in CN(C)C=O (DMF), C(Cl)Cl (DCM). Conditions: temperature 60 celsius, time 2 hour. Product: C(C)(C)N1N=CN=C1C=1SC=2CCOC3=C(C2N1)C=CC(=C3)C3CCN(CC3)CCOC (2-(2-Isopropyl-2H-[1,2,4]triazol-3-yl)-8-[1-(2-methoxy-ethyl)-piperidin-4-yl]-4,5-dihydro-6-oxa-3-thia-1-aza-benzo[e]azulene). Isolated yield 69.9%. As a reaction SMILES: OC(C(F)(F)F)=O.[CH:8]([N:11]1[C:15]([C:16]2[S:17][C:18]3[CH2:19][CH2:20][O:21][C:22]4[CH:29]=[C:28]([CH:30]5[CH2:35][CH2:34][NH:33][CH2:32][CH2:31]5)[CH:27]=[CH:26][C:23]=4[C:24]=3[N:25]=2)=[N:14][CH:13]=[N:12]1)([CH3:10])[CH3:9].[CH3:36][O:37][CH2:38][CH2:39]Br.C(=O)([O-])[O-].[K+].[K+]>CN(C=O)C.C(Cl)Cl>[CH:8]([N:11]1[C:15]([C:16]2[S:17][C:18]3[CH2:19][CH2:20][O:21][C:22]4[CH:29]=[C:28]([CH:30]5[CH2:35][CH2:34][N:33]([CH2:39][CH2:38][O:37][CH3:36])[CH2:32][CH2:31]5)[CH:27]=[CH:26][C:23]=4[C:24]=3[N:25]=2)=[N:14][CH:13]=[N:12]1)([CH3:10])[CH3:9] |f:0.1,3.4.5|. Procedure: To a solution of 2-(2-isopropyl-2H-[1,2,4]triazol-3-yl)-8-piperidin-4-yl-4,5-dihydro-6-oxa-3-thia-1-aza-benzo[e]azulene 375 (300 mg, 0.59 mmol) in DMF (3.5 mL) was added 2-bromoethyl methyl ether (60 μl, 0.65 mmol) and potassium carbonate (285 mg, 2.07 mmol) and the reaction mixture stirred at 60° C. for 2 h. The reaction mixture was diluted with DCM and washed with saturated aqueous sodium bicarbonate, then water followed by brine, dried (MgSO4) and concentrated in vacuo. The resultant residue ... Starting materials: OC1CCCCCCCCCCC(=O)OCCC1 (12-hydroxy-15-pentadecanolide), N1=CC=CC=C1 (pyridine), ClC(=O)OC (methyl chloroformate). The solvent is C(Cl)Cl (methylene chloride), C(Cl)Cl (methylene chloride). Run at time 5 hour. Product: COC(=O)OC1CCCCCCCCCCC(=O)OCCC1 (12-methoxycarbonyloxy-15-pentadecanolide). Yield: 90.9%. RXN SMILES: [OH:1][CH:2]1[CH2:18][CH2:17][CH2:16][O:15][C:13](=[O:14])[CH2:12][CH2:11][CH2:10][CH2:9][CH2:8][CH2:7][CH2:6][CH2:5][CH2:4][CH2:3]1.N1C=CC=CC=1.Cl[C:26]([O:28][CH3:29])=[O:27]>C(Cl)Cl>[CH3:29][O:28][C:26]([O:1][CH:2]1[CH2:18][CH2:17][CH2:16][O:15][C:13](=[O:14])[CH2:12][CH2:11][CH2:10][CH2:9][CH2:8][CH2:7][CH2:6][CH2:5][CH2:4][CH2:3]1)=[O:27]. Procedure: 480 g (1.89 mol) of 12-hydroxy-15-pentadecanolide (VII) are dissolved in 900 ml of methylene chloride with 205.5 g of pyridine. 213 g (2.2 mol) of methyl chloroformate in 900 ml of methylene chloride are added dropwise to this mixture at 0° to 5° C. in the course of 1 hour. The reaction mixture is stirred at room temperature for a further 5 hours. The organic phase is washed neutral and dried over Na sulphate. The organic phase is freed from methylene chloride and subjected to fractional distill... Reactants: COC1=NC=CC=C1B(O)O (2-methoxypyridin-3-ylboronic acid), ClC1=C(C(=CC(=N1)NC(=O)C1(CC1)C1=CC2=C(OC(O2)(F)F)C=C1)C)C (N-(6-chloro-4,5-dimethylpyridin-2-yl)-1-(2,2-difluorobenzo[d][1,3]dioxol-5-yl)cyclopropanecarboxamide), C(=O)([O-])[O-].[Na+].[Na+] (Na2CO3). Reagents/catalysts: C=1C=CC(=CC1)[P](C=2C=CC=CC2)(C=3C=CC=CC3)[Pd]([P](C=4C=CC=CC4)(C=5C=CC=CC5)C=6C=CC=CC6)([P](C=7C=CC=CC7)(C=8C=CC=CC8)C=9C=CC=CC9)[P](C=1C=CC=CC1)(C=1C=CC=CC1)C=1C=CC=CC1 (Pd(PPh3)4). The solvent is COCCOC (DME). Run at temperature 80 celsius, time 8 hour. Yields the product FC1(OC2=C(O1)C=CC(=C2)C2(CC2)C(=O)NC2=CC(=C(C(=N2)C=2C(=NC=CC2)OC)C)C)F (1-(2,2-difluorobenzo[d][1,3]dioxol-5-yl)-N-(2′-methoxy-3,4-dimethyl-2,3′-bipyridin-6-yl)cyclopropanecarboxamide). Isolated yield 110.3%. Reaction SMILES: Cl[C:2]1[N:7]=[C:6]([NH:8][C:9]([C:11]2([C:14]3[CH:24]=[CH:23][C:17]4[O:18][C:19]([F:22])([F:21])[O:20][C:16]=4[CH:15]=3)[CH2:13][CH2:12]2)=[O:10])[CH:5]=[C:4]([CH3:25])[C:3]=1[CH3:26].[CH3:27][O:28][C:29]1[C:34](B(O)O)=[CH:33][CH:32]=[CH:31][N:30]=1.C([O-])([O-])=O.[Na+].[Na+]>COCCOC.C1C=CC([P]([Pd]([P](C2C=CC=CC=2)(C2C=CC=CC=2)C2C=CC=CC=2)([P](C2C=CC=CC=2)(C2C=CC=CC=2)C2C=CC=CC=2)[P](C2C=CC=CC=2)(C2C=CC=CC=2)C2C=CC=CC=2)(C2C=CC=CC=2)C2C=CC=CC=2)=CC=1>[F:21][C:19]1([F:22])[O:18][C:17]2[CH:23]=[CH:24][C:14]([C:11]3([C:9]([NH:8][C:6]4[N:7]=[C:2]([C:34]5[C:29]([O:28][CH3:27])=[N:30][CH:31]=[CH:32][CH:33]=5)[C:3]([CH3:26])=[C:4]([CH3:25])[CH:5]=4)=[O:10])[CH2:13][CH2:12]3)=[CH:15][C:16]=2[O:20]1 |f:2.3.4,^1:53,55,74,93|. Reported procedure: A solution of N-(6-chloro-4,5-dimethylpyridin-2-yl)-1-(2,2-difluorobenzo[d][1,3]dioxol-5-yl)cyclopropanecarboxamide (38 mg, 0.1 mmol) in DME (1 mL) was added to a reaction tube containing 2-methoxypyridin-3-ylboronic acid (46 mg, 0.15 mmol) and Pd(PPh3)4 (6 mg, 0.005 mmol). Saturated Na2CO3 solution was added (100 μL) and the reaction was stirred at 80° C. overnight. The reaction was filtered, concentrated and purified by column chromatography (0-50% ethyl acetate in hexanes) to obtain 50 mg (55... Reactants: CC1(C=CC(C2CN(CC12)C(CC1=C(C=CC=C1)OC)=O)=O)C ((3aRS,7aRS)7, 7-dimethyl-2-[(2-methoxyphenyl)acetyl]-2,3,3a,4,7,7a -hexahydro-1H-4-isoindolone), [Cl-].[NH4+] (ammonium chloride), COC1=C(C=CC=C1)[Mg]Br (2-methoxyphenylmagnesium bromide), [Cl-].[Ce+3].[Cl-].[Cl-] (cerium chloride). Solvent: C(C)(=O)OCC (ethyl acetate), O1CCCC1 (tetrahydrofuran), O1CCCC1 (tetrahydrofuran). Reaction conditions: temperature 15 celsius. Yields the product CC1(C=CC(C2CN(CC12)C(CC1=C(C=CC=C1)OC)=O)(O)C1=C(C=CC=C1)OC)C ((3aRS,4RS,7aRS)-7,7-dimethyl-4-(2-methoxyphenyl)-2-[(2-methoxyphenyl)acetyl]2,3,3a,4,7,7a-hexahydro-1H-4-isoindolol). The yield is 54.7%. As a reaction SMILES: [CH3:1][O:2][C:3]1[CH:8]=[CH:7][CH:6]=[CH:5][C:4]=1[Mg]Br.[CH3:11][C:12]1([CH3:33])[CH:20]2[CH:16]([CH2:17][N:18]([C:21](=[O:31])[CH2:22][C:23]3[CH:28]=[CH:27][CH:26]=[CH:25][C:24]=3[O:29][CH3:30])[CH2:19]2)[C:15](=[O:32])[CH:14]=[CH:13]1.[Cl-].[Ce+3].[Cl-].[Cl-].[Cl-].[NH4+]>O1CCCC1.C(OCC)(=O)C>[CH3:11][C:12]1([CH3:33])[CH:20]2[CH:16]([CH2:17][N:18]([C:21](=[O:31])[CH2:22][C:23]3[CH:28]=[CH:27][CH:26]=[CH:25][C:24]=3[O:29][CH3:30])[CH2:19]2)[C:15]([C:4]2[CH:5]=[CH:6][CH:7]=[CH:8][C:3]=2[O:2][CH3:1])([OH:32])[CH:14]=[CH:13]1 |f:2.3.4.5,6.7|. Procedure details: To a suspension of 22.73 g of 2-methoxyphenylmagnesium bromide in 70 cm3 of tetrahydrofuran, cooled to 15° C., are added, dropwise and with stirring, a solution of 6.77 g of (3aRS,7aRS)7, 7-dimethyl-2-[(2-methoxyphenyl)acetyl]-2,3,3a,4,7,7a -hexahydro-1H-4-isoindolone in 10 cm3 of tetrahydrofuran, followed by 5.3 g of anhydrous cerium chloride. The reaction mixture is stirred at room temperature for 18 hours, treated with 80 cm3 of saturated aqueous ammonium chloride solution, taken up in 100 cm... The reactants are COC1=CC=C(CN(C([C@H]2CO2)=O)CS(=O)(=O)C(C)(C)C)C=C1 (N-p-methoxybenzyl-N-tert.-butylsulphonylmethyl-(R)-glycidic acid amide), [F-].C(CCC)[N+](CCCC)(CCCC)CCCC (tetra-n-butylammonium fluoride). Run in C1CCOC1 (THF). The product is COC1=CC=C(CN2C([C@@H]([C@H]2S(=O)(=O)C(C)(C)C)CO)=O)C=C1 (1-p-methoxybenzyl-3-(S)-hydroxymethyl-4-(R)-tert.-butylsulphonyl-2-azetidinone). As a reaction SMILES: [CH3:1][O:2][C:3]1[CH:23]=[CH:22][C:6]([CH2:7][N:8]([CH2:14][S:15]([C:18]([CH3:21])([CH3:20])[CH3:19])(=[O:17])=[O:16])[C:9](=[O:13])[C@@H:10]2[O:12][CH2:11]2)=[CH:5][CH:4]=1.[F-].C([N+](CCCC)(CCCC)CCCC)CCC>C1COCC1>[CH3:1][O:2][C:3]1[CH:23]=[CH:22][C:6]([CH2:7][N:8]2[C@H:14]([S:15]([C:18]([CH3:21])([CH3:20])[CH3:19])(=[O:17])=[O:16])[C@@H:10]([CH2:11][OH:12])[C:9]2=[O:13])=[CH:5][CH:4]=1 |f:1.2|. Reported procedure: Analogously to Example 8b, from 1.71 g (5 mmol) of N-p-methoxybenzyl-N-tert.-butylsulphonylmethyl-(R)-glycidic acid amide in THF, by reaction with dehydrated tetra-n-butylammonium fluoride in the presence of activated molecular sieve, there is obtained the title compound in the form of a crude product which is chromatographed over silica gel using toluene/ethyl acetate (4:1) and (2:1). The pure title compound is obtained.